From a dataset of the Open Reaction Database (ORD), a public repository of structured organic reaction records. describe an organic reaction: reactants, conditions, products, and yield Starting materials: CC(=O)O, CC(=O)OC(C)=O, C#Cc1cccc(N)c1. The product is C#Cc1cccc(NC(C)=O)c1. RXN SMILES: [CH3:17][C:18](=[O:19])[OH:20].[CH3:1][C:2]([O:3][C:5]([CH3:6])=[O:7])=[O:4].[NH2:8][c:9]1[cH:10][c:11]([C:15]#[CH:16])[cH:12][cH:13][cH:14]1>>[C:5]([CH3:6])(=[O:7])[NH:8][c:9]1[cH:10][c:11]([C:15]#[CH:16])[cH:12][cH:13][cH:14]1. Starting materials: C[O-].[Na+] (NaOMe), CO/C=C/C(=O)OC (methyl (2E)-3-(methyloxy)-2-propenoate), [NH4+].[Cl-] (NH4Cl), FC=1C=C(N)C=CC1 (3-Fluoroaniline). The solvent is CO (MeOH), CCOC(=O)C (EtOAc), C1(=CC=CC=C1)C (toluene). Reaction conditions: temperature 70 celsius, time 2.5 hour. The product is FC=1C=C(C=CC1)NC(CC(OC)OC)=O (N-(3-fluorophenyl)-3,3-bis(methyloxy)propanamide). Yield: 40.0%. Reaction SMILES: [F:1][C:2]1[CH:3]=[C:4]([CH:6]=[CH:7][CH:8]=1)[NH2:5].[CH3:9][O-].[Na+].C[O:13]/[CH:14]=[CH:15]/[C:16]([O:18][CH3:19])=[O:17].[NH4+].[Cl-]>C1(C)C=CC=CC=1.CO.CCOC(C)=O>[F:1][C:2]1[CH:3]=[C:4]([NH:5][C:14](=[O:13])[CH2:15][CH:16]([O:18][CH3:19])[O:17][CH3:9])[CH:6]=[CH:7][CH:8]=1 |f:1.2,4.5|. Procedure details: 3-Fluoroaniline (50 g, 450 mmol) was dissolved in toluene (500 ml) and 25% NaOMe in MeOH (120 ml) and methyl (2E)-3-(methyloxy)-2-propenoate (57.4 ml, 495 mmol) were added. The mixture was then heated to 70° C. and stirred at this temperature for 2.5 hours. The solvent was then reduced to around a quarter of the original volume and the reaction was then treated with NH4Cl until pH 7 was reached (approx 500 ml used). EtOAc was added to the reaction and the layers separated, the aqueous layer was ... Starting materials: BrC1=CC=C(C=C1)C(C(=O)NC=1SC=CN1)CC1CCCC1 (2-(4-bromo-phenyl)-3-cyclopentyl-N-thiazol-2-yl-propionamide), S1C(=CC=C1)B(O)O (2-thiopheneboronic acid), C([O-])([O-])=O.[Na+].[Na+] (sodium carbonate). The reagents and catalysts are C=1C=CC(=CC1)[P](C=2C=CC=CC2)(C=3C=CC=CC3)[Pd]([P](C=4C=CC=CC4)(C=5C=CC=CC5)C=6C=CC=CC6)([P](C=7C=CC=CC7)(C=8C=CC=CC8)C=9C=CC=CC9)[P](C=1C=CC=CC1)(C=1C=CC=CC1)C=1C=CC=CC1 (tetrakis(triphenylphosphine)palladium(0)). Run in COCCOC (1,2-dimethoxyethane). Reaction conditions: temperature 25 celsius. The product is hexanes ethyl acetate, C1(CCCC1)CC(C(=O)NC=1SC=CN1)C1=CC=C(C=C1)C=1SC=CC1 (3-cyclopentyl-N-thiazol-2-yl-2-(4-thiophen-2-yl-phenyl)-propionamide). Isolated yield 4.4%. As a reaction SMILES: Br[C:2]1[CH:7]=[CH:6][C:5]([CH:8]([CH2:17][CH:18]2[CH2:22][CH2:21][CH2:20][CH2:19]2)[C:9]([NH:11][C:12]2[S:13][CH:14]=[CH:15][N:16]=2)=[O:10])=[CH:4][CH:3]=1.[S:23]1[CH:27]=[CH:26][CH:25]=[C:24]1B(O)O.C(=O)([O-])[O-].[Na+].[Na+]>COCCOC.C1C=CC([P]([Pd]([P](C2C=CC=CC=2)(C2C=CC=CC=2)C2C=CC=CC=2)([P](C2C=CC=CC=2)(C2C=CC=CC=2)C2C=CC=CC=2)[P](C2C=CC=CC=2)(C2C=CC=CC=2)C2C=CC=CC=2)(C2C=CC=CC=2)C2C=CC=CC=2)=CC=1>[CH:18]1([CH2:17][CH:8]([C:5]2[CH:6]=[CH:7][C:2]([C:24]3[S:23][CH:27]=[CH:26][CH:25]=3)=[CH:3][CH:4]=2)[C:9]([NH:11][C:12]2[S:13][CH:14]=[CH:15][N:16]=2)=[O:10])[CH2:22][CH2:21][CH2:20][CH2:19]1 |f:2.3.4,^1:46,48,67,86|. Procedure: A mixture of 2-(4-bromo-phenyl)-3-cyclopentyl-N-thiazol-2-yl-propionamide (102.5 mg, 0.27 mmol), tetrakis(triphenylphosphine)palladium(0) (15.6 mg, 0.014 mmol), 2-thiopheneboronic acid (69.2 mg, 0.54 mmol), and a 2M aqueous sodium carbonate solution (405 μL, 0.81 mmol) in 1,2-dimethoxyethane (9 mL) was heated under reflux for 24 h. The reaction mixture was allowed to cool to 25° C. and then filtered to remove the catalyst. The filtrate was concentrated in, vacuo. Flash chromatography (Merck Sili... Procedure details: To a solution of 3-[2-(2-carbamoylmethyl-1-cyclohexenyl)-3-oxo-2,3-dihydropyridazin-6-yl]-2-phenylpyrazolo[1,5-a]pyridine (2.15 g) and pyridine (2.1 ml) in dichloromethane (25 ml) was added dropwise trifluoroacetic anhydride (1.1 ml) at 0° C. under nitrogen atmosphere. The reaction mixture was allowed to warm to room temperature and stirred for 3 hours. The resultant was poured into ethyl acetate (500 ml), washed in turn with water (100 ml×2), saturated sodium hydrogen carbonate in water (50 ml×... Run in ClCCl (dichloromethane). Conditions: time 3 hour. Yield: 62.2%. Yields the product C(#N)CC1=C(CCCC1)N1N=C(C=CC1=O)C=1C(=NN2C1C=CC=C2)C2=CC=CC=C2 (3-[2-(2-cyanomethyl-1-cyclohexenyl)-3-oxo-2,3-dihydropyridazin-6-yl]-2-phenylpyrazolo[1,5-a]pyridine). Reactants: C(C)(=O)OCC (ethyl acetate), C(N)(=O)CC1=C(CCCC1)N1N=C(C=CC1=O)C=1C(=NN2C1C=CC=C2)C2=CC=CC=C2 (3-[2-(2-carbamoylmethyl-1-cyclohexenyl)-3-oxo-2,3-dihydropyridazin-6-yl]-2-phenylpyrazolo[1,5-a]pyridine), N1=CC=CC=C1 (pyridine), FC(C(=O)OC(C(F)(F)F)=O)(F)F (trifluoroacetic anhydride). Reaction SMILES: [C:1]([CH2:4][C:5]1[CH2:10][CH2:9][CH2:8][CH2:7][C:6]=1[N:11]1[C:16](=[O:17])[CH:15]=[CH:14][C:13]([C:18]2[C:19]([C:27]3[CH:32]=[CH:31][CH:30]=[CH:29][CH:28]=3)=[N:20][N:21]3[CH:26]=[CH:25][CH:24]=[CH:23][C:22]=23)=[N:12]1)(=O)[NH2:2].N1C=CC=CC=1.FC(F)(F)C(OC(=O)C(F)(F)F)=O.C(OCC)(=O)C>ClCCl>[C:1]([CH2:4][C:5]1[CH2:10][CH2:9][CH2:8][CH2:7][C:6]=1[N:11]1[C:16](=[O:17])[CH:15]=[CH:14][C:13]([C:18]2[C:19]([C:27]3[CH:28]=[CH:29][CH:30]=[CH:31][CH:32]=3)=[N:20][N:21]3[CH:26]=[CH:25][CH:24]=[CH:23][C:22]=23)=[N:12]1)#[N:2].